The task is: describe an organic reaction: reactants, conditions, products, and yield. This data is from the Open Reaction Database (ORD), a public repository of structured organic reaction records. The reactants are ClC1=C(C(=O)OCC)C=C(C=C1Br)[N+](=O)[O-] (ethyl 2-chloro-3-bromo-5-nitrobenzoate). Reagents/catalysts: [Fe] (iron). Run in Cl (hydrochloric acid), C(C)O (ethanol), [Cl-].[Na+].O (brine). Reaction conditions: temperature 80 celsius. The product is ClC1=C(C(=O)OCC)C=C(C=C1Br)N (ethyl 2-chloro-3-bromo-5-aminobenzoate). Isolated yield 88.5%. Reaction SMILES: [Cl:1][C:2]1[C:12]([Br:13])=[CH:11][C:10]([N+:14]([O-])=O)=[CH:9][C:3]=1[C:4]([O:6][CH2:7][CH3:8])=[O:5]>Cl.C(O)C.[Cl-].[Na+].O.[Fe]>[Cl:1][C:2]1[C:12]([Br:13])=[CH:11][C:10]([NH2:14])=[CH:9][C:3]=1[C:4]([O:6][CH2:7][CH3:8])=[O:5] |f:3.4.5|. Reported procedure: 2.25 kg (7.3 mol) of ethyl 2-chloro-3-bromo-5-nitrobenzoate was dissolved in a mixture comprising 4000 ml of concentrated hydrochloric acid and 4000 ml of ethanol. 1 kg of powdered iron was added to the obtained solution in portions so as to maintain the bulk temperature at 80° C. The reaction mixture was cooled, followed by the addition of a saturated brine. The resulting mixture was extracted with ethyl acetate. The organic phase was dried and concentrated under reduced pressure to give 1.8 kg...